Dataset: the Open Reaction Database (ORD), a public repository of structured organic reaction records. Task: describe an organic reaction: reactants, conditions, products, and yield Reactants: O=C1N(C(C2=CC=CC=C12)=O)CC(C)C1=CNC2=CC=C(C=C12)C#N (3-[2-[1,3-dihydro-1,3-dioxo-2H-isoindol-2-yl]1-methylethyl]-1H-indole-5-carbonitrile), [H][H] (hydrogen), S(O)(O)(=O)=O (sulphuric acid). The reagents and catalysts are [Pd] (palladium on charcoal). The solvent is CO (methanol). Yields the product O=C1N(C(C2=CC=CC=C12)=O)CC(C)C1=CNC2=CC=C(C=C12)CN (3-[2-(1,3-Dihydro-1,3-dioxo-2H-isoindol-2-yl)-1-methylethyl]-1H-indole-5-methanamine). Yield: 232.9%. RXN SMILES: [O:1]=[C:2]1[C:10]2[C:5](=[CH:6][CH:7]=[CH:8][CH:9]=2)[C:4](=[O:11])[N:3]1[CH2:12][CH:13]([C:15]1[C:23]2[C:18](=[CH:19][CH:20]=[C:21]([C:24]#[N:25])[CH:22]=2)[NH:17][CH:16]=1)[CH3:14].S(=O)(=O)(O)O.[H][H]>[Pd].CO>[O:1]=[C:2]1[C:10]2[C:5](=[CH:6][CH:7]=[CH:8][CH:9]=2)[C:4](=[O:11])[N:3]1[CH2:12][CH:13]([C:15]1[C:23]2[C:18](=[CH:19][CH:20]=[C:21]([CH2:24][NH2:25])[CH:22]=2)[NH:17][CH:16]=1)[CH3:14]. Procedure details: A suspension of 3-[2-[1,3-dihydro-1,3-dioxo-2H-isoindol-2-yl]1-methylethyl]-1H-indole-5-carbonitrile (1.4 g) and pre-reduced 10% palladium on charcoal (1.4 g) in methanol (100 ml) containing concentrated sulphuric acid (0.5 ml) was hydrogenated at room temperature and pressure until hydrogen uptake ceased. The catalyst was filtered off and the filtrate was evaporated to dryness to give a red oil (3.3 g) which was used without further purification. Run at time 30 minute. RXN SMILES: [H-].[Na+].[Cl:3][C:4]1[CH:9]=[C:8]([O:10][C:11]2[CH:16]=[CH:15][CH:14]=[C:13]([C:17]([F:20])([F:19])[F:18])[CH:12]=2)[CH:7]=[CH:6][C:5]=1[OH:21].[Cl:22][C:23]1[CH:28]=[CH:27][C:26]([CH2:29]Cl)=[CH:25][N:24]=1>CN(C)C=O>[Cl:22][C:23]1[CH:28]=[CH:27][C:26]([CH2:29][O:21][C:5]2[CH:6]=[CH:7][C:8]([O:10][C:11]3[CH:16]=[CH:15][CH:14]=[C:13]([C:17]([F:19])([F:20])[F:18])[CH:12]=3)=[CH:9][C:4]=2[Cl:3])=[CH:25][N:24]=1 |f:0.1|. Run in CN(C=O)C (N,N-dimethylformamide), CN(C=O)C (N,N-dimethylformamide), CN(C=O)C (N,N-dimethylformamide). Procedure details: To a solution 0.07 g of sodium hydride (60% oil dispersion) in 10 ml of N,N-dimethylformamide, there was added dropwise a solution of 0.50 g of 2-chloro-4-(3-trifluoromethylphenoxy)phenol in 3 ml of N,N-dimethylformamide with stirring and ice-cooling. After 30 minutes, a solution of 0.28 g of 2-chloro-5-chloromethylpyridine in 5 ml of N,N-dimethylformamide was added thereto at room temperature, followed by stirring at the same temperature for 10 hours. The reaction mixture was poured into ice-wa... Starting materials: ClC1=NC=C(C=C1)CCl (2-chloro-5-chloromethylpyridine), [H-].[Na+] (sodium hydride), ClC1=C(C=CC(=C1)OC1=CC(=CC=C1)C(F)(F)F)O (2-chloro-4-(3-trifluoromethylphenoxy)phenol), ice water. Product: ClC1=NC=C(C=C1)COC1=C(C=C(C=C1)OC1=CC(=CC=C1)C(F)(F)F)Cl (2-chloro-5-[2-chloro-4-(3-trifluoromethylphenoxy)phenoxy]methylpyridine). The reactants are OCCCCNC(C=CC=1C=NC=CC1)=O (N-(4-hydroxy-butyl)-3-pyridin-3-yl-acrylamide), C(C)OC(=O)N=NC(=O)OCC (azodicarboxylic acid diethyl ester), C1(=CC=CC=C1)P(C1=CC=CC=C1)C1=CC=CC=C1 (triphenylphosphine), C12C(C3=CC=CC=4CCCC1(C34)C(NC2=O)=O)=O (7,8-dihydroacenaphthen-2(6H)-on-1,8a-dicarboximide). Solvent: C1CCOC1 (THF). The product is O=C1C23C(C(N1CCCCNC(C=CC=1C=NC=CC1)=O)=O)CC=1CCC=C(C=CC2=O)C13 (N-[4-(1,3,10-trioxo-1,4,5,6,10,10a-hexahydro-acenaphtho[1,8a-c]pyrrol-2-yl)-butyl]-3-pyridin-3-yl-acrylamide). RXN SMILES: O[CH2:2][CH2:3][CH2:4][CH2:5][NH:6][C:7](=[O:16])[CH:8]=[CH:9][C:10]1[CH:11]=[N:12][CH:13]=[CH:14][CH:15]=1.C1(P(C2C=CC=CC=2)C2C=CC=CC=2)C=CC=CC=1.[CH:36]12[C:50](=[O:51])[NH:49][C:48](=[O:52])[C:46]31[C:47]1[C:38](=[CH:39][CH:40]=[CH:41][C:42]=1[CH2:43][CH2:44][CH2:45]3)[C:37]2=O.C([O:56]C(N=NC(OCC)=O)=O)C>C1COCC1>[O:52]=[C:48]1[N:49]([CH2:2][CH2:3][CH2:4][CH2:5][NH:6][C:7](=[O:16])[CH:8]=[CH:9][C:10]2[CH:11]=[N:12][CH:13]=[CH:14][CH:15]=2)[C:50](=[O:51])[CH:36]2[CH2:37][C:38]3[CH2:39][CH2:40][CH:41]=[C:42]4[C:47]=3[C:46]12[C:45](=[O:56])[CH:44]=[CH:43]4. Procedure details: Batch size: 4.4 g (20.0 mmol) N-(4-hydroxy-butyl)-3-pyridin-3-yl-acrylamide, 5.2 g (19.8 mmol) triphenylphosphine, 4.8 g (19.9 mmol) 7,8-dihydroacenaphthen-2(6H)-on-1,8a-dicarboximide and 3.5 g (20.0 mmol) azodicarboxylic acid diethyl ester in 65 ml THF. The reactants are 2-(perfluorohexyl)ethanesulfonyl chloride CF3(CF2)5(CH2)2SO2Cl, Cl.ClCCCN (3-chloropropylamine hydrochloride), DBU, DBU, diaza(1,3)bicyclo[5.4.0]-undecane, FC(C(C(C(C(C(F)(F)F)(F)F)(F)F)(F)F)(F)F)(CCS(=O)(=O)Cl)F (2-(perfluorohexyl)ethanesulfonyl chloride). The solvent is COCCOC (1,2-dimethoxyethane), COCCOC (1,2-dimethoxyethane). Yields the product C(F)(F)(F)C(F)(F)C(F)(F)C(F)(F)C(F)(F)C(F)(F)CCS(=O)(=O)NCCCCl (CF3(CF2)5(CH2)2SO2NH(CH2)3Cl). RXN SMILES: Cl.[Cl:2][CH2:3][CH2:4][CH2:5][NH2:6].[F:7][C:8]([F:31])([CH2:25][CH2:26][S:27](Cl)(=[O:29])=[O:28])[C:9]([F:24])([F:23])[C:10]([F:22])([F:21])[C:11]([F:20])([F:19])[C:12]([F:18])([F:17])[C:13]([F:16])([F:15])[F:14]>COCCOC>[C:13]([C:12]([C:11]([C:10]([C:9]([C:8]([CH2:25][CH2:26][S:27]([NH:6][CH2:5][CH2:4][CH2:3][Cl:2])(=[O:29])=[O:28])([F:7])[F:31])([F:24])[F:23])([F:22])[F:21])([F:20])[F:19])([F:18])[F:17])([F:16])([F:15])[F:14] |f:0.1|. Procedure: 3-chloropropylamine hydrochloride (6.0 g), diaza(1,3)bicyclo[5.4.0]-undecane (DBU, 4.1 g) and 1,2-dimethoxyethane (21.5 g) solvent were placed in the round bottom flask equipped with mechanical stirring under nitrogen. Solution of 2-(perfluorohexyl)ethanesulfonyl chloride CF3(CF2)5(CH2)2SO2Cl (10.1 g), in 1,2-dimethoxyethane (10 g) solvent was added dropwise during 30 minutes at 20-25° C. while stirring at 250 rpm. Then additional DBU (2.6 g) was added. Reaction mixture was stirred for 2 h after... Starting materials: ClC1=CC2=C(C(=N1)SC)N(C=N2)C (6-chloro-3-methyl-4-(methylthio)-3H-imidazo[4,5-c]pyridine), ClC1=CC2=C(C(=N1)SC)N=CN2C (6-chloro-1-methyl-4-(methylthio)-1H-imidazo[4,5-c]pyridine), C(C)(C)(C)N1N=CC(=C1)C1OC(C(O1)(C)C)(C)C (1-tert-butyl-4-(4,4,5,5-tetramethyl-1,3-dioxolan-2-yl)-1H-pyrazole), C(=O)([O-])[O-].[Cs+].[Cs+] (Cs2CO3). The reagents and catalysts are C(C)(C)C1=C(C(=CC=C1)C(C)C)N1C(N(C=C1)C1=C(C=CC=C1C(C)C)C(C)C)=[Pd-3](C1=NC=CC=C1Cl)(Cl)Cl ([1,3-Bis(2,6-Diisopropylphenyl)imidazol-2-ylidene](3-chloropyridyl)palladium(II) dichloride). The solvent is O (water), COCCOC (DME). Conditions: time 1 hour. Product: C(C)(C)(C)N1N=CC(=C1)C1=CC2=C(C(=N1)SC)N(C=N2)C (6-(1-tert-butyl-1H-pyrazol-4-yl)-3-methyl-4-(methylthio)-3H-imidazo[4,5-c]pyridine). RXN SMILES: Cl[C:2]1[N:7]=[C:6]([S:8][CH3:9])[C:5]2[N:10]([CH3:13])[CH:11]=[N:12][C:4]=2[CH:3]=1.ClC1N=C(SC)C2N=CN(C)C=2C=1.[C:27]([N:31]1[CH:35]=[C:34](C2OC(C)(C)C(C)(C)O2)[CH:33]=[N:32]1)([CH3:30])([CH3:29])[CH3:28].C([O-])([O-])=O.[Cs+].[Cs+]>C(C1C=CC=C(C(C)C)C=1N1C=CN(C2C(C(C)C)=CC=CC=2C(C)C)C1=[Pd-3](Cl)(Cl)C1C(Cl)=CC=CN=1)(C)C.O.COCCOC>[C:27]([N:31]1[CH:35]=[C:34]([C:2]2[N:7]=[C:6]([S:8][CH3:9])[C:5]3[N:10]([CH3:13])[CH:11]=[N:12][C:4]=3[CH:3]=2)[CH:33]=[N:32]1)([CH3:30])([CH3:29])[CH3:28] |f:3.4.5|. Procedure: To a mixture of 6-chloro-3-methyl-4-(methylthio)-3H-imidazo[4,5-c]pyridine 2.02 and 6-chloro-1-methyl-4-(methylthio)-1H-imidazo[4,5-c]pyridine 2.03 (prepared as previously described, ˜1:2 mixture of regioisomers, 1.25 g, 5.85 mmol),1-tert-butyl-4-(4,4,5,5-tetramethyl-1,3-dioxolan-2-yl)-1H-pyrazole (2.20 g, 8.78 mmol), and Cs2CO3 (5.72 g, 17.6 mmol) was added DME (20 mL) and water (10 mL) and the solution was degassed for 10 min. [1,3-Bis(2,6-Diisopropylphenyl)imidazol-2-ylidene](3-chloropyridyl)... The solvent is C(C)O (ethanol). The reactants are C(C)(C)OC([C@H](CC1=CC=C(C=C1)OCCCC1=CC(=C(C=C1)C1=C(C=C(C=C1)CCCOC1=CC=C(C=C1)C[C@@H](C(=O)OC(C)C)OCC)C(F)(F)F)C(F)(F)F)OCC)=O ((S,S)-2-ethoxy-3-{4-[3-(4′-{3-[4-(2-ethoxy-2-isopropoxycarbonyl-ethyl)-phenoxy]-propyl}-2,2′-bis-trifluoromethyl-biphenyl-4-yl)-propoxy]-phenyl}-propionic acid isopropyl ester), [OH-].[Na+] (NaOH). Reaction conditions: time 48 hour. RXN SMILES: C([O:4][C:5](=[O:62])[C@@H:6]([O:59][CH2:60][CH3:61])[CH2:7][C:8]1[CH:13]=[CH:12][C:11]([O:14][CH2:15][CH2:16][CH2:17][C:18]2[CH:23]=[CH:22][C:21]([C:24]3[CH:29]=[CH:28][C:27]([CH2:30][CH2:31][CH2:32][O:33][C:34]4[CH:39]=[CH:38][C:37]([CH2:40][C@H:41]([O:48][CH2:49][CH3:50])[C:42]([O:44]C(C)C)=[O:43])=[CH:36][CH:35]=4)=[CH:26][C:25]=3[C:51]([F:54])([F:53])[F:52])=[C:20]([C:55]([F:58])([F:57])[F:56])[CH:19]=2)=[CH:10][CH:9]=1)(C)C.[OH-].[Na+]>C(O)C>[C:5]([C@@H:6]([O:59][CH2:60][CH3:61])[CH2:7][C:8]1[CH:9]=[CH:10][C:11]([O:14][CH2:15][CH2:16][CH2:17][C:18]2[CH:23]=[CH:22][C:21]([C:24]3[CH:29]=[CH:28][C:27]([CH2:30][CH2:31][CH2:32][O:33][C:34]4[CH:39]=[CH:38][C:37]([CH2:40][C@H:41]([O:48][CH2:49][CH3:50])[C:42]([OH:44])=[O:43])=[CH:36][CH:35]=4)=[CH:26][C:25]=3[C:51]([F:54])([F:53])[F:52])=[C:20]([C:55]([F:56])([F:58])[F:57])[CH:19]=2)=[CH:12][CH:13]=1)([OH:62])=[O:4] |f:1.2|. Yields the product C(=O)(O)[C@H](CC1=CC=C(OCCCC2=CC(=C(C=C2)C2=C(C=C(C=C2)CCCOC2=CC=C(C=C2)C[C@@H](C(=O)O)OCC)C(F)(F)F)C(F)(F)F)C=C1)OCC ((S,S)-3-{4-[3-(4′-{3-[4-(2-Carboxy-2-ethoxy-ethyl)-phenoxy]-propyl}-2,2′-bis-trifluoromethyl-biphenyl-4-yl)-propoxy]-phenyl}-2-ethoxy-propionic acid). Procedure details: To a solution of (S,S)-2-ethoxy-3-{4-[3-(4′-{3-[4-(2-ethoxy-2-isopropoxycarbonyl-ethyl)-phenoxy]-propyl}-2,2′-bis-trifluoromethyl-biphenyl-4-yl)-propoxy]-phenyl}-propionic acid isopropyl ester (example 13) in ethanol (4 ml) was added 1 N NaOH (0.6 ml) at room temperature. The reaction was stirred for 48 hours at room temperature and evaporated. The residue was treated with 1 N HCl and extracted with methylene chloride (2×15 ml). The combined organic phases were dried and evaporated to give the t...